Dataset: the Open Reaction Database (ORD), a public repository of structured organic reaction records. Task: describe an organic reaction: reactants, conditions, products, and yield Starting materials: FC=1SC(=C(C1NN)C)C (2-fluoro-4-methyl-5-methylthiophenylhydrazine), C(#N)CC(=O)Cl (cyanoacetyl chloride). Run in O1CCCC1 (tetrahydrofuran). Reaction conditions: time 2 hour. The product is NC1=CC(=NN1C1=C(SC(=C1C)C)F)O (5-amino-1-(2-fluoro-4-methyl-5-methylthiophenyl)-3-hydroxypyrazole). RXN SMILES: [F:1][C:2]1[S:3][C:4]([CH3:10])=[C:5]([CH3:9])[C:6]=1[NH:7][NH2:8].[C:11]([CH2:13][C:14](Cl)=[O:15])#[N:12]>O1CCCC1>[NH2:12][C:11]1[N:7]([C:6]2[C:5]([CH3:9])=[C:4]([CH3:10])[S:3][C:2]=2[F:1])[N:8]=[C:14]([OH:15])[CH:13]=1. Reported procedure: Then, the obtained hydrazine derivative was dissolved in 50 mL of tetrahydrofuran, and to this solution, 5.1 g of cyanoacetyl chloride was added, followed by stirring at room temperature for 2 hours. Then, the solvent was distilled off under reduced pressure, the residue was dissolved in 50 mL of 1-propanol, and 3.1 g of methanesulfonic acid was added, followed by reflux with heating for 3 hours. After cooling to room temperature, the solvent was distilled off under reduced pressure, followed by... Starting materials: O (Water), C=1(C(=CC=CC1)C(=O)CN1C(C(CNC2=C1C=C(C=C2)C)NC(=O)NC2=CC(=CC=C2)C(=O)OCC)=O)C (1-[1-(2-toluoylmethyl)-2-oxo-8-methyl-1,3,4,5-tetrahydro-2H-1,5-benzodiazepin-3-yl]-3-(3-ethoxycarbonylphenyl)urea), C(C)C(C(=O)Cl)CC (2-ethyl-n-butanoyl chloride), N1=CC=CC=C1 (pyridine). Solvent: C(C)(=O)OCC (ethyl acetate), ClCCCl (1,2-dichloroethane). Product: C=1(C(=CC=CC1)C(=O)CN1C(C(CN(C2=C1C=C(C=C2)C)C(C(CC)CC)=O)NC(=O)NC2=CC(=CC=C2)C(=O)OCC)=O)C (1-[1-(2-toluoylmethyl)-2-oxo-5-(2-ethylbutanoyl)-8-methyl-1,3,4,5-tetrahydro-2H-1,5-benzodiazepin-3-yl]-3-(3-ethoxycarbonylphenyl)urea). The yield is 111.9%. RXN SMILES: [C:1]1([CH3:38])[C:2]([C:7]([CH2:9][N:10]2[C:16]3[CH:17]=[C:18]([CH3:21])[CH:19]=[CH:20][C:15]=3[NH:14][CH2:13][CH:12]([NH:22][C:23]([NH:25][C:26]3[CH:31]=[CH:30][CH:29]=[C:28]([C:32]([O:34][CH2:35][CH3:36])=[O:33])[CH:27]=3)=[O:24])[C:11]2=[O:37])=[O:8])=[CH:3][CH:4]=[CH:5][CH:6]=1.[CH2:39]([CH:41]([CH2:45][CH3:46])[C:42](Cl)=[O:43])[CH3:40].N1C=CC=CC=1.O>ClCCCl.C(OCC)(=O)C>[C:1]1([CH3:38])[C:2]([C:7]([CH2:9][N:10]2[C:16]3[CH:17]=[C:18]([CH3:21])[CH:19]=[CH:20][C:15]=3[N:14]([C:42](=[O:43])[CH:41]([CH2:45][CH3:46])[CH2:39][CH3:40])[CH2:13][CH:12]([NH:22][C:23]([NH:25][C:26]3[CH:31]=[CH:30][CH:29]=[C:28]([C:32]([O:34][CH2:35][CH3:36])=[O:33])[CH:27]=3)=[O:24])[C:11]2=[O:37])=[O:8])=[CH:3][CH:4]=[CH:5][CH:6]=1. Procedure: 1-[1-(2-Toluoylmethyl)-2-oxo-8-methyl-1,3,4,5-tetrahydro-2H-1,5-benzodiazepin-3-yl]-3-(3-ethoxycarbonylphenyl)urea (500 mg) obtained from Step 1 of Example 93 was suspended in 1,2-dichloroethane (10 ml), 2-ethyl-n-butanoyl chloride (144 mg) and pyridine (87 μl) were added thereto, the mixture was refluxed for 2 hours. Water (100 ml) and ethyl acetate (100 ml) were added to the reaction mixture, and separated. The organic layer was washed with 1N hydrochloric acid, dried over anhydrous sodium sul... The reactants are ClCC(=O)Cl (chloroacetyl chloride), Cl (hydrochloric acid), FC1=CC(=C(N)C=C1)C1=NNC=N1 (4-fluoro-2-(1H-1,2,4-triazol-3-yl)aniline), [OH-].[Na+] (sodium hydroxide). Solvent: C(C)OCC (diethyl ether), O1CCOCC1 (dioxan), N1=CC=CC=C1 (pyridine). Run at temperature 12 celsius, time 5 minute. The product is FC=1C=CC2=C(C=3N(CC(N2)=O)N=CN3)C1 (10-fluoro-5H-[1,2,4]triazolo[1,5-d][1,4]benzodiazepin-6(7H)-one). RXN SMILES: [F:1][C:2]1[CH:8]=[CH:7][C:5]([NH2:6])=[C:4]([C:9]2[N:13]=[CH:12][NH:11][N:10]=2)[CH:3]=1.Cl[CH2:15][C:16](Cl)=[O:17].[OH-].[Na+].Cl>O1CCOCC1.N1C=CC=CC=1.C(OCC)C>[F:1][C:2]1[CH:8]=[CH:7][C:5]2[NH:6][C:16](=[O:17])[CH2:15][N:10]3[N:11]=[CH:12][N:13]=[C:9]3[C:4]=2[CH:3]=1 |f:2.3|. Procedure: 5. 4.3 g of 4-fluoro-2-(1H-1,2,4-triazol-3-yl)aniline are dissolved in 200 ml of dioxan and 2.3 ml of absolute pyridine. The solution is stirred under argon and cooled to 12° C. A solution of 2.2 ml of chloroacetyl chloride in 8.0 ml of diethyl ether is then added dropwise thereto within 5 min. at 12° to 15° C. The resulting suspension is stirred at 10° to 12° C. for 15 min. and then treated within 5 min. with 28.8 ml of aqueous 2N sodium hydroxide solution. The mixture is stirred at room temper... The reactants are [C-]#N, Cc1ccccc1, CCOc1ccc(C(COC(Br)c2cccc(Oc3ccccc3)c2)C(F)(F)F)cc1. Yields the product CCOc1ccc(C(COC(C#N)c2cccc(Oc3ccccc3)c2)C(F)(F)F)cc1. RXN SMILES: [C-:32]#[N:33].[CH3:34][c:35]1[cH:36][cH:37][cH:38][cH:39][cH:40]1.[F:1][C:2]([CH:3]([CH2:4][O:5][CH:6]([c:7]1[cH:8][c:9]([O:13][c:14]2[cH:15][cH:16][cH:17][cH:18][cH:19]2)[cH:10][cH:11][cH:12]1)[Br:20])[c:21]1[cH:22][cH:23][c:24]([O:27][CH2:28][CH3:29])[cH:25][cH:26]1)([F:30])[F:31]>>[F:1][C:2]([CH:3]([CH2:4][O:5][CH:6]([c:7]1[cH:8][c:9]([O:13][c:14]2[cH:15][cH:16][cH:17][cH:18][cH:19]2)[cH:10][cH:11][cH:12]1)[C:32]#[N:33])[c:21]1[cH:22][cH:23][c:24]([O:27][CH2:28][CH3:29])[cH:25][cH:26]1)([F:30])[F:31]. The reactants are ClC1=C(N)C=CC(=C1)OC1=NC=NC2=CC(=C(C=C12)OC)OC (2-Chloro-4-[(6,7-dimethoxy-4-quinazolinyl)oxy]-aniline), ClC(Cl)(OC(OC(Cl)(Cl)Cl)=O)Cl (triphosgene), C([O-])(O)=O.[Na+] (sodium bicarbonate), C1(CCC1)CO (cyclobutylmethanol). The solvent is C(C)N(CC)CC (triethylamine), C1(=CC=CC=C1)C (toluene), C(Cl)Cl (methylene chloride). The product is ClC1=C(C=CC(=C1)OC1=NC=NC2=CC(=C(C=C12)OC)OC)NC(OCC1CCC1)=O (Cyclobutylmethyl N-{2-chloro-4-[(6,7-dimethoxy-4-quinazolinyl)oxy]phenyl}carbamate). Isolated yield 68.8%. As a reaction SMILES: [Cl:1][C:2]1[CH:8]=[C:7]([O:9][C:10]2[C:19]3[C:14](=[CH:15][C:16]([O:22][CH3:23])=[C:17]([O:20][CH3:21])[CH:18]=3)[N:13]=[CH:12][N:11]=2)[CH:6]=[CH:5][C:3]=1[NH2:4].Cl[C:25](Cl)([O:27][C:28](=[O:34])OC(Cl)(Cl)Cl)Cl.[CH:36]1(CO)[CH2:39][CH2:38][CH2:37]1.C(=O)(O)[O-].[Na+]>C(Cl)Cl.C(N(CC)CC)C.C1(C)C=CC=CC=1>[Cl:1][C:2]1[CH:8]=[C:7]([O:9][C:10]2[C:19]3[C:14](=[CH:15][C:16]([O:22][CH3:23])=[C:17]([O:20][CH3:21])[CH:18]=3)[N:13]=[CH:12][N:11]=2)[CH:6]=[CH:5][C:3]=1[NH:4][C:28](=[O:34])[O:27][CH2:25][CH:36]1[CH2:39][CH2:38][CH2:37]1 |f:3.4|. Procedure: 2-Chloro-4-[(6,7-dimethoxy-4-quinazolinyl)oxy]-aniline (50 mg) was added to toluene (5 ml), and triethylamine (0.5 ml), and the mixture was heated under reflux to prepare a solution. A solution of triphosgene (68 mg) in methylene chloride was then added thereto, and the mixture was heated under reflux for 10 min. Next, cyclobutylmethanol (20 mg) was added thereto, and the mixture was further stirred with heating under reflux for 3 hr. A saturated aqueous sodium bicarbonate solution was added to ... Reactants: [BH4-].[Na+] (Sodium borohydride), C(C1=CC=CC=C1)N1CC(C(CC1)=O)CCC (1-benzyl-3-n-propylpiperidin-4-one). The solvent is CO (methanol). Run at time 1 hour. Yields the product C(C1=CC=CC=C1)N1CC(C(CC1)O)CCC (1-benzyl-4-hydroxy-3-n-propylpiperidine). Reaction SMILES: [BH4-].[Na+].[CH2:3]([N:10]1[CH2:15][CH2:14][C:13](=[O:16])[CH:12]([CH2:17][CH2:18][CH3:19])[CH2:11]1)[C:4]1[CH:9]=[CH:8][CH:7]=[CH:6][CH:5]=1>CO>[CH2:3]([N:10]1[CH2:15][CH2:14][CH:13]([OH:16])[CH:12]([CH2:17][CH2:18][CH3:19])[CH2:11]1)[C:4]1[CH:5]=[CH:6][CH:7]=[CH:8][CH:9]=1 |f:0.1|. Procedure details: Sodium borohydride (0.5 g, 15.6 mmole) was added to the stirred solution of 1-benzyl-3-n-propylpiperidin-4-one (4.0 g, 17.3 mmole) in methanol (25 ml) at 0-5° C. over a period of 5 min, and stirring was continued for 1 hr at ambient temperature. The reaction mixture was concentrated to dryness, triturated with water (20 ml) and extracted with ethyl acetate. The ethyl acetate extract was dried (Na2SO4) and concentrated to dryness to furnish 1-benzyl-4-hydroxy-3-n-propylpiperidine as oil. Yield 3.... Reactants: CO, CO, N#Cc1ccnc(Cl)c1, N#N, C1COCCO1. The product is COc1cc(C#N)ccn1. Reaction SMILES: [CH3:20][OH:21].[CH3:3][OH:4].[Cl:5][c:6]1[n:7][cH:8][cH:9][c:10]([C:12]#[N:13])[cH:11]1.[N:1]#[N:2].[O:14]1[CH2:15][CH2:16][O:17][CH2:18][CH2:19]1>>[CH3:3][O:4][c:6]1[n:7][cH:8][cH:9][c:10]([C:12]#[N:13])[cH:11]1.